This data is from the Open Reaction Database (ORD), a public repository of structured organic reaction records. The task is: describe an organic reaction: reactants, conditions, products, and yield Reactants: [Br-], CC(=O)c1ccc(CNS(=O)(=O)c2ccc(C)cc2)cc1, CCOC(C)=O. The product is Cc1ccc(S(=O)(=O)NCc2ccc(C(=O)CBr)cc2)cc1. Reaction SMILES: [Br-:22].[C:1]([CH3:2])(=[O:3])[c:4]1[cH:5][cH:6][c:7]([CH2:10][NH:11][S:12](=[O:13])(=[O:14])[c:15]2[cH:16][cH:17][c:18]([CH3:21])[cH:19][cH:20]2)[cH:8][cH:9]1.[CH3:23][CH2:24][O:25][C:26](=[O:27])[CH3:28]>>[C:1]([CH2:2][Br:22])(=[O:3])[c:4]1[cH:5][cH:6][c:7]([CH2:10][NH:11][S:12](=[O:13])(=[O:14])[c:15]2[cH:16][cH:17][c:18]([CH3:21])[cH:19][cH:20]2)[cH:8][cH:9]1. The reactants are C(#N)CCN1C(=CC2=CC=C(C=C12)C(=O)OCC)C(=O)OCC (diethyl 1-(2-cyanoethyl)-1H-indole-2,6-dicarboxylate), [BH4-].[Na+] (NaBH4), CoCl2, [BH4-].[Na+] (NaBH4). Solvent: C1CCOC1 (THF), CO (methanol), CCOC(=O)C (EtOAc). Reaction conditions: temperature 0 celsius. Yields the product O=C1NCCCN2C1=CC=1C=CC(=CC21)C(=O)OCC (ethyl 1-oxo-2,3,4,5-tetrahydro-1H-[1,4]diazepino[1,2-a]indole-8-carboxylate). Isolated yield 84.2%. Reaction SMILES: [C:1]([CH2:3][CH2:4][N:5]1[C:13]2[C:8](=[CH:9][CH:10]=[C:11]([C:14]([O:16][CH2:17][CH3:18])=[O:15])[CH:12]=2)[CH:7]=[C:6]1[C:19]([O:21]CC)=O)#[N:2].[BH4-].[Na+]>C1COCC1.CO.CCOC(C)=O>[O:21]=[C:19]1[C:6]2=[CH:7][C:8]3[CH:9]=[CH:10][C:11]([C:14]([O:16][CH2:17][CH3:18])=[O:15])=[CH:12][C:13]=3[N:5]2[CH2:4][CH2:3][CH2:1][NH:2]1 |f:1.2|. Procedure details: To a suspension of diethyl 1-(2-cyanoethyl)-1H-indole-2,6-dicarboxylate (1.5 g, 4.8 mmol) in THF (12 mL) and methanol (16 mL) is added CoCl2 (1.3 g, 9.6 mmol). The bright blue suspension/solution is cooled to 0° C., and NaBH4 (1.8 g, 48.0 mmol) is carefully added in small portions. As each portion is added H2 is formed violently and the suspension becomes black. After the addition of NaBH4 is complete, the mixture is warmed up room temperature for 60 min and is then heated at reflux for 16 h. Th... Starting materials: C(C)(C)(C)OC(CN1C=C(C2=CC(=CC=C12)OC)C1NS(C2=C1C=CC=C2)(=O)=O)=O ([3-(1,1-Dioxo-2,3-dihydro-1H-1λ6-benzo[d]isothiazol-3-yl)-5-methoxy-indol-1-yl]-acetic acid tert-butyl ester), C(#N)C1=CC=C(CBr)C=C1 (4-cyanobenzyl bromide). Product: C(#N)C1=CC=C(CN2S(C3=C(C2C2=CN(C4=CC=C(C=C24)OC)CC(=O)O)C=CC=C3)(=O)=O)C=C1 ({3-[2-(4-Cyano-benzyl)-1,1-dioxo-2,3-dihydro-1H-1λ6-benzo[d]isothiazol-3-yl]-5-methoxy-indol-1-yl}-acetic acid). As a reaction SMILES: C([O:5][C:6](=[O:30])[CH2:7][N:8]1[C:16]2[C:11](=[CH:12][C:13]([O:17][CH3:18])=[CH:14][CH:15]=2)[C:10]([CH:19]2[C:23]3[CH:24]=[CH:25][CH:26]=[CH:27][C:22]=3[S:21](=[O:29])(=[O:28])[NH:20]2)=[CH:9]1)(C)(C)C.[C:31]([C:33]1[CH:40]=[CH:39][C:36]([CH2:37]Br)=[CH:35][CH:34]=1)#[N:32]>>[C:31]([C:33]1[CH:40]=[CH:39][C:36]([CH2:37][N:20]2[CH:19]([C:10]3[C:11]4[C:16](=[CH:15][CH:14]=[C:13]([O:17][CH3:18])[CH:12]=4)[N:8]([CH2:7][C:6]([OH:5])=[O:30])[CH:9]=3)[C:23]3[CH:24]=[CH:25][CH:26]=[CH:27][C:22]=3[S:21]2(=[O:29])=[O:28])=[CH:35][CH:34]=1)#[N:32]. Reported procedure: The title compound was prepared by the method described for example 14 using the product from example 4, step c) and 4-cyanobenzyl bromide. MS: ESI (negative): 486 (M−H). Reactants: Cl (HCl), S(=O)(=O)([O-])OS(=O)(=O)[O-] (disulfate), NC=1N=CC2=C(N1)N=C(C(=C2)C2=CC=CC=C2)N (2,7-diamino-6-phenylpyrido[2,3-d]pyrimidine). The solvent is O (water). Reaction conditions: time 8 hour. Product: NC=1N=CC2=C(N1)N=C(C(=C2)C2=CC=CC=C2)O (2-Amino-6-phenyl-pyrido[2,3-d]pyrimidin-7-ol). As a reaction SMILES: Cl.S(OS([O-])(=O)=O)([O-])(=O)=[O:3].[NH2:11][C:12]1[N:13]=[CH:14][C:15]2[CH:21]=[C:20]([C:22]3[CH:27]=[CH:26][CH:25]=[CH:24][CH:23]=3)[C:19](N)=[N:18][C:16]=2[N:17]=1>O>[NH2:11][C:12]1[N:13]=[CH:14][C:15]2[CH:21]=[C:20]([C:22]3[CH:27]=[CH:26][CH:25]=[CH:24][CH:23]=3)[C:19]([OH:3])=[N:18][C:16]=2[N:17]=1. Procedure: To a solution of 2 L of concentrated HCl and 1 L of water is added 300 g of the disulfate salt of 2,7-diamino-6-phenylpyrido[2,3-d]pyrimidine and the resulting mixture refluxed with stirring overnight. The reaction mixture is cooled in an ice bath, filtered, and the insoluble product washed with water, followed by ethanol to give 149 g of the title compound 2-amino-6-phenyl-pyrido[2,3-d]pyrimidin-7-ol, mp 390°-395° C. (darkens slowly above 350° C.). Starting materials: OCCOC1=CC=C(C=2OC3=CC=C(C=C3C(C2)=O)C(=O)O)C=C1 (4'-(2-hydroxyethoxy)flavone-6-carboxylic acid), [Na] (sodium), hydrate. The product is OC1=CC=C(C=2OC3=CC=C(C=C3C(C2)=O)C(=O)O)C=C1 (4'-hydroxyflavone-6-carboxylic acid). Reaction SMILES: OCC[O:4][C:5]1[CH:24]=[CH:23][C:8]([C:9]2[O:10][C:11]3[C:16]([C:17](=[O:19])[CH:18]=2)=[CH:15][C:14]([C:20]([OH:22])=[O:21])=[CH:13][CH:12]=3)=[CH:7][CH:6]=1.[Na]>>[OH:4][C:5]1[CH:24]=[CH:23][C:8]([C:9]2[O:10][C:11]3[C:16]([C:17](=[O:19])[CH:18]=2)=[CH:15][C:14]([C:20]([OH:22])=[O:21])=[CH:13][CH:12]=3)=[CH:7][CH:6]=1 |^1:24|. Procedure: 4'-(2-hydroxyethoxy)flavone-6-carboxylic acid, m.pt. (sodium salt, 2.5 hydrate) above 360° C. Starting materials: COC1=C(C=CC(=C1)OC)S(=O)(=O)Cl (2,4-dimethoxybenzenesulfonyl chloride), ClCCl (dichloromethane), [OH-].[Na+] (sodium hydroxide), N([C@@H](CC1=CNC2=CC=CC=C12)C(=O)OCC1=CC=CC=C1)C(=O)OC(C)(C)C (Boc-Trp-OBzl), ClCCl (dichloromethane), Cl (HCl). Reagents/catalysts: [Cl-].C(CCCCCCCCCCCCCCC)[N+](C)(C)C (cetyltrimethylammonium chloride). Solvent: O (water). Run at time 30 minute. Yields the product N([C@@H](CC1=CN(C2=CC=CC=C12)CC1=C(OC)C=C(OC)C=C1)C(=O)OCC1=CC=CC=C1)C(=O)OC(C)(C)C (Boc-Trp(Dmb)-OBzl). Reaction SMILES: [NH:1]([C:23]([O:25][C:26]([CH3:29])([CH3:28])[CH3:27])=[O:24])[C@H:2]([C:13]([O:15][CH2:16][C:17]1[CH:22]=[CH:21][CH:20]=[CH:19][CH:18]=1)=[O:14])[CH2:3][C:4]1[C:12]2[C:7](=[CH:8][CH:9]=[CH:10][CH:11]=2)[NH:6][CH:5]=1.[OH-].[Na+].[CH3:32][O:33][C:34]1[CH:39]=[C:38]([O:40][CH3:41])[CH:37]=[CH:36][C:35]=1S(Cl)(=O)=O.Cl.Cl[CH2:48]Cl>[Cl-].C([N+](C)(C)C)CCCCCCCCCCCCCCC.O>[NH:1]([C:23]([O:25][C:26]([CH3:29])([CH3:28])[CH3:27])=[O:24])[C@H:2]([C:13]([O:15][CH2:16][C:17]1[CH:22]=[CH:21][CH:20]=[CH:19][CH:18]=1)=[O:14])[CH2:3][C:4]1[C:12]2[C:7](=[CH:8][CH:9]=[CH:10][CH:11]=2)[N:6]([CH2:48][C:35]2[CH:36]=[CH:37][C:38]([O:40][CH3:41])=[CH:39][C:34]=2[O:33][CH3:32])[CH:5]=1 |f:1.2,6.7|. Procedure details: In dichloromethane (10 ml) was dissolved Boc-Trp-OBzl (789 mg, 2 mM), followed by addition of cetyltrimethylammonium chloride (6.4 mg, 0.02 mM) and crushed sodium hydroxide (200 mg, 5 mM). Then, a solution of 2,4-dimethoxybenzenesulfonyl chloride (710 mg, 3 mM) in dichloromethane (3 ml) was added dropwise to the above mixture. The reaction was conducted at room temperature for 30 minutes, after which it was cooled and brought to pH 2 with 1 N--HCl. Following addition of water (10 ml), the soluti... Reactants: [N+](=O)([O-])C1=CC=C(C(C=O)=C1)O (5-nitrosalicylaldehyde), [H-].[Na+] (sodium hydride), BrCCCC(=O)OCC (ethyl 4-bromobutyrate), C(C)OC(=O)CCCOC1=C(C=O)C=C(C=C1)[N+](=O)[O-] (2-(3-ethoxycarbonylpropoxy)-5-nitrobenzaldehyde). Solvent: N1=CC=CC=C1 (pyridine), CN(C=O)C (dimethylformamide). Product: C(CC(=O)C)(=O)OCC (ethyl acetoacetate), C(C)(=O)[O-].[NH4+] (ammonium acetate). As a reaction SMILES: [N+:1](C1C=C(C=O)C(O)=CC=1)([O-])=[O:2].[H-].[Na+].Br[CH2:16][CH2:17][CH2:18][C:19]([O:21][CH2:22][CH3:23])=[O:20].C([O:26][C:27]([CH2:29]CCOC1C=CC([N+]([O-])=O)=CC=1C=O)=[O:28])C>N1C=CC=CC=1.CN(C)C=O>[C:19]([O:21][CH2:22][CH3:23])(=[O:20])[CH2:18][C:17]([CH3:16])=[O:2].[C:27]([O-:28])(=[O:26])[CH3:29].[NH4+:1] |f:1.2,8.9|. Procedure details: The last two compounds in the second table above were intermediates for the fourth compound in the first table above, and were prepared by initial reaction of 5-nitrosalicylaldehyde (16.7 g.), sodium hydride (2.64 g. of a 50% dispersion in oil), ethyl 4-bromobutyrate (15.74 g.) and dimethylformamide (200 ml.) at 100° C. for 4 hours, and then reaction of the 2-(3-ethoxycarbonylpropoxy)-5-nitrobenzaldehyde (m.p. 61°-62° C.) thus obtained (1.5 g.), ethyl acetoacetate (1.0 ml.), ammonium acetate (0.... Run in C1CCOC1 (THF), CO (MeOH). Reaction SMILES: [C:1]([C:3]1([C:7]2[CH:14]=[CH:13][C:10]([C:11]#[N:12])=[CH:9][CH:8]=2)[CH2:6][CH2:5][CH2:4]1)#[N:2].[Li][CH3:16].[BH4-].[Na+].Cl>CO.C1COCC1>[NH2:12][CH:11]([C:10]1[CH:9]=[CH:8][C:7]([C:3]2([C:1]#[N:2])[CH2:6][CH2:5][CH2:4]2)=[CH:14][CH:13]=1)[CH3:16] |f:2.3|. Reported procedure: 4-(Cyanocyclobutyl)benzonitrile (335 mg, 1.84 mmol) is mixed with THF (10.0 mL) and cooled to −78° C. under N2 gas. MeLi (1.15 mL, 1.84 mmol, 1.60M in Et2O) is added, and the mixture is stirred at −78° C. for 15 minutes. A mixture of NaBH4 (70.0 mg, 1.84 mmol) in MeOH (10.0 mL) is added, and the solution is warmed to 0° C. for 1 hour. 1N HCl (40.0 mL) is added, and the solution is concentrated to dryness on the rotovaporator. The product is purified by HPLC: Gilson prep pumps, flow rate: 30 ml/m... Starting materials: Cl (HCl), C(#N)C1(CCC1)C1=CC=C(C#N)C=C1 (4-(Cyanocyclobutyl)benzonitrile), [Li]C (MeLi), [BH4-].[Na+] (NaBH4). Run at temperature -78 celsius, time 15 minute. Product: NC(C)C1=CC=C(C=C1)C1(CCC1)C#N (1-[4-(1-aminoethyl)phenyl]cyclobutanecarbonitrile).